This data is from the Open Reaction Database (ORD), a public repository of structured organic reaction records. The task is: describe an organic reaction: reactants, conditions, products, and yield Reactants: Cl (hydrochloride), ClC1=NC(=NC(=N1)N)N (2-chloro-4,6-diamino-1,3,5-triazine), Cl (HCl), C(C)(=O)C=1C=C(N)C=C(C1)C(C)=O (3,5-diacetylaniline). Run in O (water). The product is C(C)(=O)C=1C=C(C=C(C1)C(C)=O)NC1=NC(=NC(=N1)N)N (2-(3,5-diacetylphenyl)amino-4,6-diamino-1,3,5-triazine). Yield: 62.5%. RXN SMILES: [C:1]([C:4]1[CH:5]=[C:6]([CH:8]=[C:9]([C:11](=[O:13])[CH3:12])[CH:10]=1)[NH2:7])(=[O:3])[CH3:2].Cl[C:15]1[N:20]=[C:19]([NH2:21])[N:18]=[C:17]([NH2:22])[N:16]=1.Cl>O>[C:1]([C:4]1[CH:5]=[C:6]([NH:7][C:15]2[N:20]=[C:19]([NH2:21])[N:18]=[C:17]([NH2:22])[N:16]=2)[CH:8]=[C:9]([C:11](=[O:13])[CH3:12])[CH:10]=1)(=[O:3])[CH3:2]. Procedure details: Compound No. 13: A suspension of 3,5-diacetylaniline (1.95 g) in water (10 mL) was treated with 2-chloro-4,6-diamino-1,3,5-triazine (1.455 g) and concentrated HCl (0.1 mL) and heated at reflux for 20 min. After cooling the hydrochloride of Compound No. 13 separated as a white powder. This was filtered out, dissolved in 60 mL of boiling aqueous 75% methanol and treated with triethylamine (1.5 mL). On cooling, off-white flakes separated. Filtration and drying gave 1.79 g of 2-(3,5-diacetylphenyl)a... The reactants are P(=O)(Cl)(Cl)Cl (phosphorus oxychloride), C([O-])(O)=O.[Na+] (sodium bicarbonate), CN(C)C=O (DMF), COC(=O)C1=CN(C=C1)C1=NC=CC(=C1)C#N (4-cyano-pyridin-2-yl-1H-pyrrole-3-carboxylic acid methyl ester). Solvent: C(Cl)Cl (methylene chloride), C(Cl)Cl (methylene chloride). Reaction conditions: temperature 10 celsius, time 0.5 hour. Product: COC(=O)C1=CNC(=C1C1=NC=CC=C1C#N)C=O (4-(3-cyano-pyridin-2-yl)-5-formyl-1H-pyrrole-3-carboxylic acid methyl ester). Reaction SMILES: C[N:2]([CH:4]=O)[CH3:3].P(Cl)(Cl)(Cl)=O.[CH3:11][O:12][C:13]([C:15]1[CH:19]=[CH:18][N:17](C2C=C(C#N)C=CN=2)[CH:16]=1)=[O:14].[C:28](=[O:31])(O)[O-].[Na+]>C(Cl)Cl>[CH3:11][O:12][C:13]([C:15]1[C:19]([C:3]2[C:15]([C:16]#[N:17])=[CH:19][CH:18]=[CH:4][N:2]=2)=[C:18]([CH:28]=[O:31])[NH:17][CH:16]=1)=[O:14] |f:3.4|. Procedure details: A solution of 30 mL (360 mmol) of DMF in 200 mL of methylene chloride is cooled to 5° C. under a nitrogen atmosphere. To this is added 16 mL (180 mmol) of phosphorus oxychloride, maintaining the temperature<10° C. After addition is complete the reaction is stirred for a ½ hour. To this is added dropwise a solution of 4.0 g (18 mmol) of 4-cyano-pyridin-2-yl-1H-pyrrole-3-carboxylic acid methyl ester dissolved in 100 mL of methylene chloride. The reaction mixture is then heated to 40° C. for 48 hou... The reactants are ClCCl, Cl, CC(C)(C)OC(=O)NC1CCN(c2ccnc(C(F)(F)F)c2)CC1. The product is NC1CCN(c2ccnc(C(F)(F)F)c2)CC1. RXN SMILES: [Cl:26][CH2:27][Cl:28].[ClH:25].[F:1][C:2]([c:3]1[n:4][cH:5][cH:6][c:7]([N:9]2[CH2:10][CH2:11][CH:12]([NH:15][C:16](=[O:17])[O:18][C:19]([CH3:20])([CH3:21])[CH3:22])[CH2:13][CH2:14]2)[cH:8]1)([F:23])[F:24]>>[F:1][C:2]([c:3]1[n:4][cH:5][cH:6][c:7]([N:9]2[CH2:10][CH2:11][CH:12]([NH2:15])[CH2:13][CH2:14]2)[cH:8]1)([F:23])[F:24]. The reactants are aqueous solution, C=C(CO)C1=CC=CC=C1 (beta-methylene phenylethyl alcohol), ClCC(=C)C (3-chloro-2-methyl-propene), [OH-].[Na+] (sodium hydroxide), ALIQUAT®336, C1(=CC=CC=C1)C (toluene). The product is C(C(C)=C)OC(CC1=CC=CC=C1)=C (Alpha-Methylene Phenylethyl Alcohol Methallyl Ether). Reaction SMILES: [OH-].[Na+].C=[C:4]([C:7]1[CH:12]=[CH:11][CH:10]=[CH:9][CH:8]=1)[CH2:5][OH:6].Cl[CH2:14][C:15]([CH3:17])=[CH2:16].[C:18]1(C)C=CC=CC=1>>[CH2:17]([O:6][C:5](=[CH2:18])[CH2:4][C:7]1[CH:8]=[CH:9][CH:10]=[CH:11][CH:12]=1)[C:15](=[CH2:16])[CH3:14] |f:0.1|. Reported procedure: Into a 3 liter reaction flask equipped with stirrer, thermometer, reflux condenser, addition funnel and heating mantle is placed 240 grams of a 50% aqueous solution of sodium hydroxide; 15 grams of ALIQUAT®336 and 200 ml toluene. The resulting mixture is heated to reflux and over a period of ten minutes, 268 grams of beta-methylene phenylethyl alcohol having the structure: ##STR155## is added followed by addition of 190 grams of 3-chloro-2-methyl-propene over a 25 minute period while refluxing t... The reactants are C1(=CC=CC=C1)C1=CC=C(O1)C(=O)N1CCN(CC1)C1=CC(=CC=C1)C(F)(F)F (1-(5-Phenyl-2-furoyl)-4-(3-trifluoromethylphenyl)-piperazine), [BH4-].[Na+] (sodium borohydride), B(F)(F)F.CCOCC (boron trifluoride etherate). Solvent: COCCOCCOC (diglyme), COCCOCCOC (diglyme). Conditions: time 3 hour. Yields the product C1(=CC=CC=C1)C1=CC=C(O1)CN1CCN(CC1)C1=CC(=CC=C1)C(F)(F)F (1-(5-Phenylfuran-2-ylmethyl)-4-(3-trifluoromethylphenyl)-piperazine). Reaction SMILES: [C:1]1([C:7]2[O:11][C:10]([C:12]([N:14]3[CH2:19][CH2:18][N:17]([C:20]4[CH:25]=[CH:24][CH:23]=[C:22]([C:26]([F:29])([F:28])[F:27])[CH:21]=4)[CH2:16][CH2:15]3)=O)=[CH:9][CH:8]=2)[CH:6]=[CH:5][CH:4]=[CH:3][CH:2]=1.[BH4-].[Na+].B(F)(F)F.CCOCC>COCCOCCOC>[C:1]1([C:7]2[O:11][C:10]([CH2:12][N:14]3[CH2:15][CH2:16][N:17]([C:20]4[CH:25]=[CH:24][CH:23]=[C:22]([C:26]([F:27])([F:28])[F:29])[CH:21]=4)[CH2:18][CH2:19]3)=[CH:9][CH:8]=2)[CH:2]=[CH:3][CH:4]=[CH:5][CH:6]=1 |f:1.2,3.4|. Reported procedure: 1-(5-Phenyl-2-furoyl)-4-(3-trifluoromethylphenyl)-piperazine (6.0 g, 0.015 mole) and sodium borohydride (1.28 g, 0.034 mole) were stirred in diglyme (25 ml), under nitrogen, and redistilled boron trifluoride etherate (6 ml, 0.045 mole) in diglyme (20 ml) added dropwise with continuous stirring. The resultant clear solution was stirred at room temperature for 3 hours and then evaporated to remove diglyme. The residue was carefully diluted with water (100 ml), followed by 5NHCl (20 ml) and the mix... Starting materials: CCNC(=O)c1cc[nH]c1, C1CCOC1, CCC(C)(C)c1nc2cc(S(=O)(=O)Cl)ccc2n1CC1CCOCC1, [H-], [Na+]. Product: CCNC(=O)c1ccn(S(=O)(=O)c2ccc3c(c2)nc(C(C)(C)CC)n3CC2CCOCC2)c1. As a reaction SMILES: [CH2:1]([CH3:2])[NH:3][C:4](=[O:5])[c:6]1[cH:7][nH:8][cH:9][cH:10]1.[CH2:38]1[O:39][CH2:40][CH2:41][CH2:42]1.[CH3:13][C:14]([CH2:15][CH3:16])([CH3:17])[c:18]1[n:19][c:20]2[c:21]([n:22]1[CH2:23][CH:24]1[CH2:25][CH2:26][O:27][CH2:28][CH2:29]1)[cH:30][cH:31][c:32]([S:34](=[O:35])(=[O:36])[Cl:37])[cH:33]2.[H-:11].[Na+:12]>>[CH2:1]([CH3:2])[NH:3][C:4](=[O:5])[c:6]1[cH:7][n:8]([S:34]([c:32]2[cH:31][cH:30][c:21]3[c:20]([n:19][c:18]([C:14]([CH3:13])([CH2:15][CH3:16])[CH3:17])[n:22]3[CH2:23][CH:24]3[CH2:25][CH2:26][O:27][CH2:28][CH2:29]3)[cH:33]2)(=[O:35])=[O:36])[cH:9][cH:10]1. Starting materials: ClC1=C(SC=C1)C=1N=C(SC1)N (4-(3-chloro-2-thienyl)-1,3-thiazol-2-amine), ClC1=C(C=CC(=C1Cl)Cl)S(=O)(=O)Cl (2,3,4-trichlorobenzenesulfonyl chloride). The product is ClC1=C(C=CC(=C1Cl)Cl)S(=O)(=O)NC=1SC=C(N1)C=1SC=CC1Cl (2,3,4-Trichloro-N-[4-(3-chloro-2-thienyl)-1,3-thiazol-2-yl]benzenesulfonamide), solid. As a reaction SMILES: [Cl:1][C:2]1[CH:6]=[CH:5][S:4][C:3]=1[C:7]1[N:8]=[C:9]([NH2:12])[S:10][CH:11]=1.[Cl:13][C:14]1[C:19]([Cl:20])=[C:18]([Cl:21])[CH:17]=[CH:16][C:15]=1[S:22](Cl)(=[O:24])=[O:23]>>[Cl:13][C:14]1[C:19]([Cl:20])=[C:18]([Cl:21])[CH:17]=[CH:16][C:15]=1[S:22]([NH:12][C:9]1[S:10][CH:11]=[C:7]([C:3]2[S:4][CH:5]=[CH:6][C:2]=2[Cl:1])[N:8]=1)(=[O:24])=[O:23]. Reported procedure: The title compound was prepared from 4-(3-chloro-2-thienyl)-1,3-thiazol-2-amine (59 mg) and 2,3,4-trichlorobenzenesulfonyl chloride (76 mg) as described in the synthetic METHOD B to give a white solid (5.0 mg) with purity >90%: MS (pos) m/z 459.2, 461.2, 463.2. Starting materials: CC(=O)CC(C)Sc1ccsc1C, C=CC(C)=O, CC(=O)CC(C)SC1CCOC1C. Yields the product CC(=O)CCSc1ccsc1C. Reaction SMILES: [CH3:19][c:20]1[s:21][cH:22][cH:23][c:24]1[S:25][CH:26]([CH2:27][C:28]([CH3:29])=[O:30])[CH3:31].[CH3:1][C:2](=[O:3])[CH:4]=[CH2:5].[CH3:6][CH:7]1[CH:8]([S:9][CH:10]([CH3:11])[CH2:12][C:13](=[O:14])[CH3:15])[CH2:16][CH2:17][O:18]1>>[CH3:19][c:20]1[s:21][cH:22][cH:23][c:24]1[S:25][CH2:26][CH2:27][C:28]([CH3:29])=[O:30].